describe an organic reaction: reactants, conditions, products, and yield From a dataset of the Open Reaction Database (ORD), a public repository of structured organic reaction records. Starting materials: [C+4], COCCOCOc1cc(CC2CN(Cc3ccccc3)CCN2C(=O)c2cc(C(F)(F)F)cc(C(F)(F)F)c2)ccc1C, CO, [OH-], [OH-], [OH-], [OH-], [OH-], [OH-], [Pd+2]. The product is COCCOCOc1cc(CC2CNCCN2C(=O)c2cc(C(F)(F)F)cc(C(F)(F)F)c2)ccc1C. Reaction SMILES: [C+4:47].[CH2:1]([c:2]1[cH:3][cH:4][cH:5][cH:6][cH:7]1)[N:8]1[CH2:9][CH:10]([CH2:30][c:31]2[cH:32][c:33]([O:38][CH2:39][O:40][CH2:41][CH2:42][O:43][CH3:44])[c:34]([CH3:37])[cH:35][cH:36]2)[N:11]([C:14]([c:15]2[cH:16][c:17]([C:25]([F:26])([F:27])[F:28])[cH:18][c:19]([C:21]([F:22])([F:23])[F:24])[cH:20]2)=[O:29])[CH2:12][CH2:13]1.[CH3:45][OH:46].[OH-:48].[OH-:50].[OH-:51].[OH-:52].[OH-:53].[OH-:54].[Pd+2:49]>>[NH:8]1[CH2:9][CH:10]([CH2:30][c:31]2[cH:32][c:33]([O:38][CH2:39][O:40][CH2:41][CH2:42][O:43][CH3:44])[c:34]([CH3:37])[cH:35][cH:36]2)[N:11]([C:14]([c:15]2[cH:16][c:17]([C:25]([F:26])([F:27])[F:28])[cH:18][c:19]([C:21]([F:22])([F:23])[F:24])[cH:20]2)=[O:29])[CH2:12][CH2:13]1. The reactants are CO, COC(=O)C(c1ccc(Cl)cc1)C1CC1, [Na+], [OH-], O. The product is O=C(O)C(c1ccc(Cl)cc1)C1CC1. As a reaction SMILES: [CH3:18][OH:19].[CH:1]1([CH:4]([C:5](=[O:6])[O:7][CH3:8])[c:9]2[cH:10][cH:11][c:12]([Cl:15])[cH:13][cH:14]2)[CH2:2][CH2:3]1.[Na+:17].[OH-:16].[OH2:20]>>[CH:1]1([CH:4]([C:5](=[O:6])[OH:7])[c:9]2[cH:10][cH:11][c:12]([Cl:15])[cH:13][cH:14]2)[CH2:2][CH2:3]1. Reactants: CCN=C=NCCCN(C)C, ClCCl, CN1CCOCC1, Cl, Cc1cc(C(=O)O)ncc1C(c1cc(F)ccc1F)S(=O)(=O)c1cc(F)cc(F)c1, NCCO, On1nnc2ccccc21. Product: Cc1cc(C(=O)NCCO)ncc1C(c1cc(F)ccc1F)S(=O)(=O)c1cc(F)cc(F)c1. Reaction SMILES: [CH2:53]([N:54]=[C:55]=[N:56][CH2:57][CH2:58][CH2:59][N:60]([CH3:61])[CH3:62])[CH3:63].[CH2:64]([Cl:65])[Cl:66].[CH3:45][N:46]1[CH2:47][CH2:48][O:49][CH2:50][CH2:51]1.[ClH:52].[F:1][c:2]1[c:3]([CH:9]([c:10]2[c:11]([CH3:19])[cH:12][c:13]([C:16](=[O:17])[OH:18])[n:14][cH:15]2)[S:20](=[O:21])(=[O:22])[c:23]2[cH:24][c:25]([F:30])[cH:26][c:27]([F:29])[cH:28]2)[cH:4][c:5]([F:8])[cH:6][cH:7]1.[NH2:31][CH2:32][CH2:33][OH:34].[OH:35][n:36]1[c:37]2[cH:38][cH:39][cH:40][cH:41][c:42]2[n:43][n:44]1>>[F:1][c:2]1[c:3]([CH:9]([c:10]2[c:11]([CH3:19])[cH:12][c:13]([C:16](=[O:17])[NH:31][CH2:32][CH2:33][OH:34])[n:14][cH:15]2)[S:20](=[O:21])(=[O:22])[c:23]2[cH:24][c:25]([F:30])[cH:26][c:27]([F:29])[cH:28]2)[cH:4][c:5]([F:8])[cH:6][cH:7]1. Reactants: C(C)(=O)C(CC(=O)OCC)C(C)=O (ethyl 3-acetyl-4-oxopentanoate), N1=CC=CC=C1 (pyridine), NC1=C(C=C(C(=O)O)C=C1)C (4-amino-3-methylbenzoic acid), N(=O)[O-].[Na+] (NaNO2). The solvent is C(C)O (ethanol), Cl (hydrochloric acid), O (water), O (water), C(C)O (ethanol), Cl (hydrochloric acid), O (water). Run at time 24 hour. The product is C(=O)(O)C1=CC(=C(C=C1)NN=C(CC(=O)OCC)C(C)=O)C (ethyl 3-(4-carboxy-2-methylphenylhydrazono)-4-oxopentanoate). Reaction SMILES: [NH2:1][C:2]1[CH:10]=[CH:9][C:5]([C:6]([OH:8])=[O:7])=[CH:4][C:3]=1[CH3:11].N([O-])=O.[Na+].[C:16]([CH:19](C(=O)C)[CH2:20][C:21]([O:23][CH2:24][CH3:25])=[O:22])(=[O:18])[CH3:17].[N:29]1C=CC=CC=1>O.C(O)C.Cl>[C:6]([C:5]1[CH:9]=[CH:10][C:2]([NH:1][N:29]=[C:19]([C:16](=[O:18])[CH3:17])[CH2:20][C:21]([O:23][CH2:24][CH3:25])=[O:22])=[C:3]([CH3:11])[CH:4]=1)([OH:8])=[O:7] |f:1.2|. Reported procedure: A mixture of 3 g (19.8 mmol) of 4-amino-3-methylbenzoic acid in 50 ml of water and 50 ml of ethanol and 3.56 ml of concentrated hydrochloric acid was cooled in an ice bath and then 1.5 g of NaNO2 (21.8 mmol) in 10 ml of water was added portionwise. The mixture was allowed to come to room temperature and then added to a solution of 4.06 g (21.8 mmol) of ethyl 3-acetyl-4-oxopentanoate and 8 ml of pyridine in 25 ml of ethanol. The reaction mixture was left for 24 hr at room temperature with stirrin... The reactants are CC(=O)[O-].CC(=O)[O-].[Pd+2].C1=CC(=CC(=C1)S(=O)(=O)[O-])P(C2=CC(=CC=C2)S(=O)(=O)[O-])C3=CC(=CC=C3)S(=O)(=O)[O-].[Na+].[Na+].[Na+] (Pd(OAc)2 TPPTS), CC(=O)[O-].CC(=O)[O-].[Pd+2].C1=CC(=CC(=C1)S(=O)(=O)[O-])P(C2=CC(=CC=C2)S(=O)(=O)[O-])C3=CC(=CC=C3)S(=O)(=O)[O-].[Na+].[Na+].[Na+] (Pd(OAc)2 TPPTS). The solvent is CC#N.O (CH3CN H2O). The product is CC(=O)[O-].CC(=O)[O-].[Pd+2] (Pd(OAc)2). As a reaction SMILES: [CH3:1][C:2]([O-:4])=[O:3].[CH3:5][C:6]([O-:8])=[O:7].[Pd+2:9].C1C=C(S([O-])(=O)=O)C=C(P(C2C=CC=C(S([O-])(=O)=O)C=2)C2C=CC=C(S([O-])(=O)=O)C=2)C=1.[Na+].[Na+].[Na+]>CC#N.O>[CH3:1][C:2]([O-:4])=[O:3].[CH3:5][C:6]([O-:8])=[O:7].[Pd+2:9] |f:0.1.2.3.4.5.6,7.8,9.10.11|. Procedure: Medium: Pd(OAc)2 /TPPTS (1:2) 5%; CH3CN/H2O (6:1) *Pd(OAc)2 /TPPTS (1:2) 2,5%